From a dataset of the Open Reaction Database (ORD), a public repository of structured organic reaction records. describe an organic reaction: reactants, conditions, products, and yield Product: O1COC2=C1C=CC(=C2)C2(CC2)C(=O)NC=2C=C1C=C(N(C1=CC2)CC(CNC)O)C(C)(C)C (1-(benzo[d][1,3]dioxol-5-yl)-N-(2-tert-butyl-1-(2-hydroxy-3-(methylamino)propyl)-1H-indol-5-yl)cyclopropanecarboxamide). Reaction conditions: temperature 105 celsius, time 30 minute. RXN SMILES: [O:1]1[C:5]2[CH:6]=[CH:7][C:8]([C:10]3([C:13]([NH:15][C:16]4[CH:17]=[C:18]5[C:22](=[CH:23][CH:24]=4)[NH:21][C:20]([C:25]([CH3:28])([CH3:27])[CH3:26])=[CH:19]5)=[O:14])[CH2:12][CH2:11]3)=[CH:9][C:4]=2[O:3][CH2:2]1.[H-].[Na+].[CH2:31]([CH:33]1[O:35][CH2:34]1)Cl.[CH3:36][NH2:37]>CN(C=O)C.C1COCC1>[O:1]1[C:5]2[CH:6]=[CH:7][C:8]([C:10]3([C:13]([NH:15][C:16]4[CH:17]=[C:18]5[C:22](=[CH:23][CH:24]=4)[N:21]([CH2:31][CH:33]([OH:35])[CH2:34][NH:37][CH3:36])[C:20]([C:25]([CH3:28])([CH3:27])[CH3:26])=[CH:19]5)=[O:14])[CH2:12][CH2:11]3)=[CH:9][C:4]=2[O:3][CH2:2]1 |f:1.2|. Reactants: O1COC2=C1C=CC(=C2)C2(CC2)C(=O)NC=2C=C1C=C(NC1=CC2)C(C)(C)C (1-(Benzo[d][1,3]dioxol-5-yl)-N-(2-tert-butyl-1H-indol-5-yl)cyclopropanecarboxamide), CN (MeNH2), [H-].[Na+] (NaH), C(Cl)C1CO1 (epichlorohydrin). Reported procedure: 1-(Benzo[d][1,3]dioxol-5-yl)-N-(2-tert-butyl-1H-indol-5-yl)cyclopropanecarboxamide (320 mg, 0.84 mmol) was dissolved in a mixture composed of anhydrous DMF (0.5 mL) and anhydrous THF (5 mL) under N2. NaH (60% in mineral oil, 120 mg, 3.0 mmol) was added at room temperature. After 30 min of stirring, the reaction mixture was cooled to −15° C. before a solution of epichlorohydrin (79 μL, 1.0 mmol) in anhydrous DMF (1 mL) was added dropwise. The reaction mixture was stirred for 15 mM at −15° C., the... Solvent: C1CCOC1 (THF), CN(C)C=O (DMF), CN(C)C=O (DMF). Starting materials: CN(C)C=O, CCOC(C)=O, O=C(Cl)C(=O)Cl, CC(C)(C#N)c1cccc(C(=O)O)c1Cl, N#Cc1c(Oc2ccc(F)c(N)c2)ccc2nc(NC(=O)C3CC3)sc12, C1CCOC1. Yields the product CC(C)(C#N)c1cccc(C(=O)Nc2cc(Oc3ccc4nc(NC(=O)C5CC5)sc4c3C#N)ccc2F)c1Cl. RXN SMILES: [CH3:22][N:23]([CH3:24])[CH:25]=[O:26].[CH3:58][CH2:59][O:60][C:61](=[O:62])[CH3:63].[Cl:16][C:17]([C:18]([Cl:19])=[O:20])=[O:21].[Cl:1][c:2]1[c:3]([C:4](=[O:5])[OH:6])[cH:7][cH:8][cH:9][c:10]1[C:11]([CH3:12])([CH3:13])[C:14]#[N:15].[NH2:27][c:28]1[cH:29][c:30]([O:31][c:32]2[c:33]([C:47]#[N:48])[c:34]3[c:35]([n:36][c:37]([NH:39][C:40](=[O:41])[CH:42]4[CH2:43][CH2:44]4)[s:38]3)[cH:45][cH:46]2)[cH:49][cH:50][c:51]1[F:52].[O:53]1[CH2:54][CH2:55][CH2:56][CH2:57]1>>[Cl:1][c:2]1[c:3]([C:4](=[O:6])[NH:27][c:28]2[cH:29][c:30]([O:31][c:32]3[c:33]([C:47]#[N:48])[c:34]4[c:35]([n:36][c:37]([NH:39][C:40](=[O:41])[CH:42]5[CH2:43][CH2:44]5)[s:38]4)[cH:45][cH:46]3)[cH:49][cH:50][c:51]2[F:52])[cH:7][cH:8][cH:9][c:10]1[C:11]([CH3:12])([CH3:13])[C:14]#[N:15]. Starting materials: CC=1C=CC(=NC1C)N1S(C2=C(NC1=O)N=CC=C2)(=O)=O (2-(5,6-dimethylpyridin-2-yl)-2H-pyrido[2,3-e][1,2,4]thiadiazin-3(4H)-one 1,1-dioxide), FC1=C(CBr)C(=CC(=C1)OC)F (2,6-difluoro-4-methoxybenzyl bromide), C(=O)([O-])[O-].[K+].[K+] (K2CO3), COC1=C(C=C(C=C1C)N1S(C2=C(N(C1=O)CC1=C(C=C(C=C1F)F)F)C=CC=C2)(=O)=O)C (2-(4-methoxy-3,5-dimethylphenyl)-4-(2,4,6-trifluorobenzyl)-2H-1,2,4-benzothiadiazin-3(4H)-one 1,1-dioxide). The solvent is CN(C)C=O (DMF). Yields the product FC1=C(CN2C(N(S(C3=C2N=CC=C3)(=O)=O)C3=NC(=C(C=C3)C)C)=O)C(=CC(=C1)OC)F (4-(2,6-Difluoro-4-methoxybenzyl)-2-(5,6-di methyl pyridin-2-yl)-2H-pyrido[2,3-e][1,2,4]thiadiazin-3(4H)-one 1,1-dioxide). Yield: 66.7%. RXN SMILES: [CH3:1][C:2]1[CH:3]=[CH:4][C:5]([N:9]2[C:14](=[O:15])[NH:13][C:12]3[N:16]=[CH:17][CH:18]=[CH:19][C:11]=3[S:10]2(=[O:21])=[O:20])=[N:6][C:7]=1[CH3:8].[F:22][C:23]1[CH:30]=[C:29]([O:31][CH3:32])[CH:28]=[C:27]([F:33])[C:24]=1[CH2:25]Br.C([O-])([O-])=O.[K+].[K+].COC1C(C)=CC(N2C(=O)N(CC3C(F)=CC(F)=CC=3F)C3C=CC=CC=3S2(=O)=O)=CC=1C>CN(C=O)C>[F:22][C:23]1[CH:30]=[C:29]([O:31][CH3:32])[CH:28]=[C:27]([F:33])[C:24]=1[CH2:25][N:13]1[C:12]2[N:16]=[CH:17][CH:18]=[CH:19][C:11]=2[S:10](=[O:20])(=[O:21])[N:9]([C:5]2[CH:4]=[CH:3][C:2]([CH3:1])=[C:7]([CH3:8])[N:6]=2)[C:14]1=[O:15] |f:2.3.4|. Procedure details: The title compound (182 mg, 0.40 mmol) was prepared from 2-(5,6-dimethylpyridin-2-yl)-2H-pyrido[2,3-e][1,2,4]thiadiazin-3(4H)-one 1,1-dioxide (IntF1) (181 mg, 0.60 mmol), 2,6-difluoro-4-methoxybenzyl bromide (169 mg, 0.71 mmol) and K2CO3 (123 mg, 0.89 mmol) in DMF (3 mL) using the methods of (115). The reactants are BrC1=C(C=NN(C1=O)CC(=O)NC[C@H]1CN(CC1)C(=O)OC(C)(C)C)N[C@H]1[C@@H]([C@@H]2C([C@H](C1)C2)(C)C)C (t-Butyl (3S)-3-[({[5-bromo-6-oxo-4-{[(1R,2R,3R,5S)-2,6,6-trimethylbicyclo[3.1.1]hept-3-yl]amino}pyridazin-1(6H)-yl]acetyl}amino)methyl]pyrrolidine-1-carboxylate), FC(C(=O)O)(F)F (trifluoroacetic acid), C(C)(=O)OCC (ethyl acetate). Run in ClCCl (dichloromethane). Conditions: time 12 hour. The product is BrC1=C(C=NN(C1=O)CC(=O)NC[C@@H]1CNCC1)N[C@H]1[C@@H]([C@@H]2C([C@H](C1)C2)(C)C)C (2-[5-Bromo-6-oxo-4-{[(1R,2R,3R,5S)-2,6,6-trimethylbicyclo[3.1.1]hept-3-yl]amino}pyridazin-1(6H)-yl]-N-[(3S)-pyrrolidin-3-ylmethyl]acetamide). Reaction SMILES: [Br:1][C:2]1[C:7](=[O:8])[N:6]([CH2:9][C:10]([NH:12][CH2:13][C@@H:14]2[CH2:18][CH2:17][N:16](C(OC(C)(C)C)=O)[CH2:15]2)=[O:11])[N:5]=[CH:4][C:3]=1[NH:26][C@@H:27]1[CH2:32][C@@H:31]2[CH2:33][C@@H:29]([C:30]2([CH3:35])[CH3:34])[C@H:28]1[CH3:36].FC(F)(F)C(O)=O.C(OCC)(=O)C>ClCCl>[Br:1][C:2]1[C:7](=[O:8])[N:6]([CH2:9][C:10]([NH:12][CH2:13][C@H:14]2[CH2:18][CH2:17][NH:16][CH2:15]2)=[O:11])[N:5]=[CH:4][C:3]=1[NH:26][C@@H:27]1[CH2:32][C@@H:31]2[CH2:33][C@@H:29]([C:30]2([CH3:35])[CH3:34])[C@H:28]1[CH3:36]. Procedure: t-Butyl (3S)-3-[({[5-bromo-6-oxo-4-{[(1R,2R,3R,5S)-2,6,6-trimethylbicyclo[3.1.1]hept-3-yl]amino}pyridazin-1(6H)-yl]acetyl}amino)methyl]pyrrolidine-1-carboxylate (72.5 mg, 0.13 mmol) in dichloromethane (2 mL) was mixed with trifluoroacetic acid (19.7 μL, 0.26 mmol) at room temperature and stirred at room temperature for 12 hours. After completion of the reaction, ethyl acetate was added, and the organic layer was washed with saturated aqueous sodium hydrogen carbonate, dried over anhydrous sodium...